This data is from the Open Reaction Database (ORD), a public repository of structured organic reaction records. The task is: describe an organic reaction: reactants, conditions, products, and yield Starting materials: C(C)(C)(C)C=1C=C(C=O)C=C(C1O)C(C)(C)C (3,5-di-tert.butyl-4-hydroxybenzaldehyde), C(=O)[O-].[NH4+] (ammonium formate), C(=O)N (formamide). The solvent is O (water). Run at temperature 170 celsius. Yields the product C(=O)NCC1=CC(=C(C(=C1)C(C)(C)C)O)C(C)(C)C (N-formyl-3,5-di-tert.butyl-4-hydroxybenzyl-amine). Yield: 76.0%. As a reaction SMILES: [C:1]([C:5]1[CH:6]=[C:7]([CH:10]=[C:11]([C:14]([CH3:17])([CH3:16])[CH3:15])[C:12]=1[OH:13])[CH:8]=O)([CH3:4])([CH3:3])[CH3:2].C([O-])=O.[NH4+].[CH:22]([NH2:24])=[O:23]>O>[CH:22]([NH:24][CH2:8][C:7]1[CH:6]=[C:5]([C:1]([CH3:4])([CH3:3])[CH3:2])[C:12]([OH:13])=[C:11]([C:14]([CH3:17])([CH3:16])[CH3:15])[CH:10]=1)=[O:23] |f:1.2|. Procedure details: A mixture of 11.09 g (47 mmol) 3,5-di-tert.butyl-4-hydroxybenzaldehyde, 40 g ammonium formate and 40 mL formamide were stirred and heated to 170° C. for 30 minutes. The mixture was allowed to cool down to room temperature and treated with 100 mL water. The crude N-formyl-3,5-di-tert.butyl-4-hydroxybenzyl-amine precipitated from the mixture, was isolated by filtration, washed with water and dried. The crude N-formyl-3,5-di-tert.butyl-4-hydroxybenzyl-amine was recrystallized from toluene/heptane 1... Reactants: CCC(=O)c1ccc(C(=O)O)c(C)c1, Cl, NO, c1ccncc1. Product: CCC(N)c1ccc(C(=O)O)c(C)c1, Cl. RXN SMILES: [CH3:1][c:2]1[c:3]([C:4](=[O:5])[OH:6])[cH:7][cH:8][c:9]([C:11]([CH2:12][CH3:13])=[O:14])[cH:10]1.[ClH:15].[NH2:16][OH:17].[cH:18]1[cH:19][cH:20][n:21][cH:22][cH:23]1>>[CH3:1][c:2]1[c:3]([C:4](=[O:5])[OH:6])[cH:7][cH:8][c:9]([CH:11]([CH2:12][CH3:13])[NH2:16])[cH:10]1.[ClH:15]. Reactants: C(=O)NC=1SC=C(N1)C(C(=O)O)=NOC (2-(2-Formamidothiazol-4-yl)-2-methoxyiminoacetic acid), C[N+](=CCl)C.[Cl-] (Vilsmeier reagent), P(=O)(Cl)(Cl)Cl (phosphorus oxychloride), C[Si](NC(C)=O)(C)C (N-(Trimethylsilyl)acetamide), NC1[C@@H]2N(C(=C(CS2)C=CC2=NC=CC=C2)C(=O)OC(C2=CC=CC=C2)C2=CC=CC=C2)C1=O (benzhydryl 7-amino-3-[2-(2-pyridyl)vinyl]-3-cephem-4-carboxylate). Run in C(C)(=O)OCC (ethyl acetate), O1CCCC1 (tetrahydrofuran), O (Water), C(C)(=O)OCC (ethyl acetate), C(C)(=O)OCC (ethyl acetate). Conditions: time 0.5 hour. The product is C[N+](=CCl)C.[Cl-] (Vilsmeier reagent), CON=C(C(=O)NC1[C@@H]2N(C(=C(CS2)C=CC2=NC=CC=C2)C(=O)OC(C2=CC=CC=C2)C2=CC=CC=C2)C1=O)C=1N=C(SC1)NC=O (benzhydryl 7-[2-methoxyimino-2-(2-formamidothiazol-4-yl)acetamido]-3-[2-(2-pyridyl)vinyl]-3-cephem-4-carboxylate). As a reaction SMILES: P(Cl)(Cl)([Cl:3])=O.[CH:6]([NH:8][C:9]1[S:10][CH:11]=[C:12]([C:14](=[N:18][O:19][CH3:20])[C:15]([OH:17])=O)[N:13]=1)=[O:7].[CH3:21][N+:22]([CH3:25])=[CH:23][Cl:24].[Cl-].C[Si](C)(C)NC(=O)C.[NH2:35][CH:36]1[C:67](=[O:68])[N:38]2[C:39]([C:51]([O:53][CH:54]([C:61]3[CH:66]=[CH:65][CH:64]=[CH:63][CH:62]=3)[C:55]3[CH:60]=[CH:59][CH:58]=[CH:57][CH:56]=3)=[O:52])=[C:40]([CH:43]=[CH:44][C:45]3[CH:50]=[CH:49][CH:48]=[CH:47][N:46]=3)[CH2:41][S:42][C@H:37]12>C(OCC)(=O)C.O1CCCC1.O>[CH3:21][N+:22]([CH3:25])=[CH:23][Cl:24].[Cl-:3].[CH3:20][O:19][N:18]=[C:14]([C:12]1[N:13]=[C:9]([NH:8][CH:6]=[O:7])[S:10][CH:11]=1)[C:15]([NH:35][CH:36]1[C:67](=[O:68])[N:38]2[C:39]([C:51]([O:53][CH:54]([C:61]3[CH:66]=[CH:65][CH:64]=[CH:63][CH:62]=3)[C:55]3[CH:56]=[CH:57][CH:58]=[CH:59][CH:60]=3)=[O:52])=[C:40]([CH:43]=[CH:44][C:45]3[CH:50]=[CH:49][CH:48]=[CH:47][N:46]=3)[CH2:41][S:42][C@H:37]12)=[O:17] |f:2.3,9.10|. Reported procedure: Vilsmeier reagent was prepared from phosphorus oxychloride (1.29 g) and dimethylformamido (0.62 g) in ethyl acetate (30 ml) in a usual manner. 2-(2-Formamidothiazol-4-yl)-2-methoxyiminoacetic acid (syn isomer) (1.6 g) was added to the stirred suspension of the Vilsmeier reagent in ethyl acetate (2 ml) and tetrahydrofuran (10 ml) under ice-cooling and stirred at the same temperature for 0.5 hours to produce an activated acid solution. N-(Trimethylsilyl)acetamide (5.0 g) was added to the stirred s...